describe an organic reaction: reactants, conditions, products, and yield From a dataset of the Open Reaction Database (ORD), a public repository of structured organic reaction records. Reactants: N#Cc1cccc(CBr)c1, CC(C)Oc1ccccc1N1CCNCC1, CC#N, Cl, [K+], [K+], O=C([O-])[O-]. Yields the product CC(C)Oc1ccccc1N1CCN(Cc2cccc(C#N)c2)CC1. RXN SMILES: [C:1](#[N:2])[c:3]1[cH:4][c:5]([CH2:6][Br:7])[cH:8][cH:9][cH:10]1.[CH3:12][CH:13]([CH3:14])[O:15][c:16]1[c:17]([N:22]2[CH2:23][CH2:24][NH:25][CH2:26][CH2:27]2)[cH:18][cH:19][cH:20][cH:21]1.[CH3:34][C:35]#[N:36].[ClH:11].[K+:28].[K+:29].[O-:30][C:31]([O-:32])=[O:33]>>[C:1](#[N:2])[c:3]1[cH:4][c:5]([CH2:6][N:25]2[CH2:24][CH2:23][N:22]([c:17]3[c:16]([O:15][CH:13]([CH3:12])[CH3:14])[cH:21][cH:20][cH:19][cH:18]3)[CH2:27][CH2:26]2)[cH:8][cH:9][cH:10]1. The reactants are Br, CC(=O)O, Br[Cu]Br, Nc1cccc([N+](=O)[O-])c1[N+](=O)[O-], O=N[O-], [Na+], O, O=S(=O)(O)O. Product: O=[N+]([O-])c1cccc(Br)c1[N+](=O)[O-]. Reaction SMILES: [BrH:18].[CH3:19][C:20](=[O:21])[OH:22].[Cu:29]([Br:30])[Br:31].[N+:1](=[O:2])([O-:3])[c:4]1[c:5]([NH2:6])[cH:7][cH:8][cH:9][c:10]1[N+:11](=[O:12])[O-:13].[N:14]([O-:15])=[O:16].[Na+:17].[OH2:28].[S:23](=[O:24])(=[O:25])([OH:26])[OH:27]>>[N+:1](=[O:2])([O-:3])[c:4]1[c:5]([Br:18])[cH:7][cH:8][cH:9][c:10]1[N+:11](=[O:12])[O-:13]. Starting materials: OCCC1=C(OCCOC2CN(CCC2C2=CC=C(C=C2)OCCCOCC2=C(C=CC=C2)OC)C(=O)OC(C)(C)C)C=CC=C1 (tert-butyl 3-{2-[2-(2-hydroxyethyl)phenoxy]ethoxy}-4-{4-[3-(2-methoxybenzyloxy)propoxy]phenyl}piperidine-1-carboxylate), N1(C=NC=C1)C(=O)N1C=NC=C1 (diimidazol-1-ylmethanone). Run in C(C)#N (acetonitrile), COC(C)(C)C (tert-butyl methyl ether). The product is N1(C=NC=C1)C(=O)OCCC1=C(OCCOC2CN(CCC2C2=CC=C(C=C2)OCCCOCC2=C(C=CC=C2)OC)C(=O)OC(C)(C)C)C=CC=C1 (tert-Butyl 3-(2-{2-[2-(imidazole-1-carbonyloxy)ethyl]phenoxy}ethoxy)-4-{4-[3-(2-methoxybenzyloxy)propoxy]phenyl}piperidine-1-carboxylate). RXN SMILES: [OH:1][CH2:2][CH2:3][C:4]1[CH:46]=[CH:45][CH:44]=[CH:43][C:5]=1[O:6][CH2:7][CH2:8][O:9][CH:10]1[CH:15]([C:16]2[CH:21]=[CH:20][C:19]([O:22][CH2:23][CH2:24][CH2:25][O:26][CH2:27][C:28]3[CH:33]=[CH:32][CH:31]=[CH:30][C:29]=3[O:34][CH3:35])=[CH:18][CH:17]=2)[CH2:14][CH2:13][N:12]([C:36]([O:38][C:39]([CH3:42])([CH3:41])[CH3:40])=[O:37])[CH2:11]1.[N:47]1([C:52](N2C=CN=C2)=[O:53])[CH:51]=[CH:50][N:49]=[CH:48]1>C(#N)C.COC(C)(C)C>[N:47]1([C:52]([O:1][CH2:2][CH2:3][C:4]2[CH:46]=[CH:45][CH:44]=[CH:43][C:5]=2[O:6][CH2:7][CH2:8][O:9][CH:10]2[CH:15]([C:16]3[CH:17]=[CH:18][C:19]([O:22][CH2:23][CH2:24][CH2:25][O:26][CH2:27][C:28]4[CH:33]=[CH:32][CH:31]=[CH:30][C:29]=4[O:34][CH3:35])=[CH:20][CH:21]=3)[CH2:14][CH2:13][N:12]([C:36]([O:38][C:39]([CH3:41])([CH3:42])[CH3:40])=[O:37])[CH2:11]2)=[O:53])[CH:51]=[CH:50][N:49]=[CH:48]1. Procedure details: A solution of 0.100 g of tert-butyl 3-{2-[2-(2-hydroxyethyl)phenoxy]ethoxy}-4-{4-[3-(2-methoxybenzyloxy)propoxy]phenyl}piperidine-1-carboxylate (Example 26c) and 0.049 g of diimidazol-1-ylmethanone in 4 ml of acetonitrile is stirred at reflux over 5 hours. The reaction mixture is cooled at room temperature, diluted with tert-butyl methyl ether, washed with 1N HCl and 0.5N NaOH, dried over sodium sulphate and concentrated by evaporation. The crude title compound is obtained as a yellow oil from t... The reactants are solid, Cl.O1COC2=C1C=CC=C2C2CCN(CC2)CC[C@@H]2CC[C@H](CC2)N (Trans-4-[2-(4-Benzo[1,3]dioxol-4-yl-piperidin-1-yl)-ethyl]-cyclohexylamine hydrochloride), Cl.O1COC2=C1C=CC=C2C2CCN(CC2)CC[C@@H]2CC[C@H](CC2)N (Trans-4-[2-(4-Benzo[1,3]dioxol-4-yl-piperidin-1-yl)-ethyl]-cyclohexylamine hydrochloride), CN1C=NC(=C1)S(=O)(=O)Cl (1-methyl-1H-imidazole-4-sulfonyl chloride). Product: O1COC2=C1C=CC=C2C2CCN(CC2)CC[C@@H]2CC[C@H](CC2)NS(=O)(=O)C=2N=CN(C2)C (1-Methyl-1H-imidazole-4-sulfonic acid-trans-N-{4-[2-(4-benzo[1,3]dioxol-4-yl-piperidin-1-yl)-ethyl]-cyclohexyl}-amide). Reaction SMILES: Cl.[O:2]1[C:6]2[CH:7]=[CH:8][CH:9]=[C:10]([CH:11]3[CH2:16][CH2:15][N:14]([CH2:17][CH2:18][C@H:19]4[CH2:24][CH2:23][C@H:22]([NH2:25])[CH2:21][CH2:20]4)[CH2:13][CH2:12]3)[C:5]=2[O:4][CH2:3]1.[CH3:26][N:27]1[CH:31]=[C:30]([S:32](Cl)(=[O:34])=[O:33])[N:29]=[CH:28]1>>[O:2]1[C:6]2[CH:7]=[CH:8][CH:9]=[C:10]([CH:11]3[CH2:16][CH2:15][N:14]([CH2:17][CH2:18][C@H:19]4[CH2:20][CH2:21][C@H:22]([NH:25][S:32]([C:30]5[N:29]=[CH:28][N:27]([CH3:26])[CH:31]=5)(=[O:34])=[O:33])[CH2:23][CH2:24]4)[CH2:13][CH2:12]3)[C:5]=2[O:4][CH2:3]1 |f:0.1|. Procedure: The title compound, white solid (19.5 mg, 45.3%), MS (ISP) m/z=475.1 [(M+H)+], was prepared in accordance with the general method of example 69 from Trans-4-[2-(4-Benzo[1,3]dioxol-4-yl-piperidin-1-yl)-ethyl]-cyclohexylamine (intermediate A) (30 mg, 90.8 mmol) and 1-methyl-1H-imidazole-4-sulfonyl chloride. The reactants are CCI, CCC1(CC)CCc2c(csc2C(=O)O)C1. Yields the product CCc1sc(C(=O)O)c2c1CC(CC)(CC)CC2. As a reaction SMILES: [CH2:17]([CH3:18])[I:19].[CH2:1]([CH3:2])[C:3]1([CH2:15][CH3:16])[CH2:4][c:5]2[c:6]([c:7]([C:10](=[O:11])[OH:12])[s:8][cH:9]2)[CH2:13][CH2:14]1>>[CH2:1]([CH3:2])[C:3]1([CH2:15][CH3:16])[CH2:4][c:5]2[c:6]([c:7]([C:10](=[O:11])[OH:12])[s:8][c:9]2[CH2:17][CH3:18])[CH2:13][CH2:14]1. The reactants are C1=C(C=CC2=CC=CC=C12)S(=O)(=O)Cl (2-naphthylsulphonyl chloride), Cl.Cl.NC(C(=O)OCC)CNC(=O)C1CCN(CC1)C1=CC=NC=C1 (ethyl 2-amino-3-[1-(4-pyridyl)piperidin-4-ylcarbonylamino]propionate dihydrochloride salt). Product: C1=C(C=CC2=CC=CC=C12)S(=O)(=O)NC(C(=O)OCC)CNC(=O)C1CCN(CC1)C1=CC=NC=C1 (ethyl 2-(2-naphthalenesulphonamido)-3-[1-(4-pyridyl)piperidin-4-ylcarbonylamino]propionate). Isolated yield 37.0%. As a reaction SMILES: [CH:1]1[C:10]2[C:5](=[CH:6][CH:7]=[CH:8][CH:9]=2)[CH:4]=[CH:3][C:2]=1[S:11](Cl)(=[O:13])=[O:12].Cl.Cl.[NH2:17][CH:18]([CH2:24][NH:25][C:26]([CH:28]1[CH2:33][CH2:32][N:31]([C:34]2[CH:39]=[CH:38][N:37]=[CH:36][CH:35]=2)[CH2:30][CH2:29]1)=[O:27])[C:19]([O:21][CH2:22][CH3:23])=[O:20]>>[CH:1]1[C:10]2[C:5](=[CH:6][CH:7]=[CH:8][CH:9]=2)[CH:4]=[CH:3][C:2]=1[S:11]([NH:17][CH:18]([CH2:24][NH:25][C:26]([CH:28]1[CH2:29][CH2:30][N:31]([C:34]2[CH:39]=[CH:38][N:37]=[CH:36][CH:35]=2)[CH2:32][CH2:33]1)=[O:27])[C:19]([O:21][CH2:22][CH3:23])=[O:20])(=[O:13])=[O:12] |f:1.2.3|. Procedure details: Using an analogous procedure to that described in Example 2, 2-naphthylsulphonyl chloride was reacted with ethyl 2-amino-3-[1-(4-pyridyl)piperidin-4-ylcarbonylamino]propionate dihydrochloride salt to give ethyl 2-(2-naphthalenesulphonamido)-3-[1-(4-pyridyl)piperidin-4-ylcarbonylamino]propionate as a foam in 37% yield;